Dataset: the Open Reaction Database (ORD), a public repository of structured organic reaction records. Task: describe an organic reaction: reactants, conditions, products, and yield Starting materials: Cl.N1CCC(CC1)NC(=O)C1=CNC2=C1N=CN=C2C2=C(C=CC(=C2)F)OCC2CC2 (4-(2-cyclopropylmethoxy-5-fluoro-phenyl)-5H-pyrrolo[3,2-d]pyrimidine-7-carboxylic acid piperidin-4-ylamide hydrochloride), ClC(=O)COC(C)=O (acetic acid chlorocarbonyl-methyl ester). Yields the product OCC(=O)N1CCC(CC1)NC(=O)C1=CNC2=C1N=CN=C2C2=C(C=CC(=C2)F)OCC2CC2 (4-(2-Cyclopropylmethoxy-5-fluoro-phenyl)-5H-pyrrolo[3,2-d]pyrimidine-7-carboxylic acid [1-(2-hydroxy-acetyl)piperidin-4-yl]-amide). As a reaction SMILES: Cl.[NH:2]1[CH2:7][CH2:6][CH:5]([NH:8][C:9]([C:11]2[C:15]3[N:16]=[CH:17][N:18]=[C:19]([C:20]4[CH:25]=[C:24]([F:26])[CH:23]=[CH:22][C:21]=4[O:27][CH2:28][CH:29]4[CH2:31][CH2:30]4)[C:14]=3[NH:13][CH:12]=2)=[O:10])[CH2:4][CH2:3]1.Cl[C:33]([CH2:35][O:36]C(=O)C)=[O:34]>>[OH:36][CH2:35][C:33]([N:2]1[CH2:3][CH2:4][CH:5]([NH:8][C:9]([C:11]2[C:15]3[N:16]=[CH:17][N:18]=[C:19]([C:20]4[CH:25]=[C:24]([F:26])[CH:23]=[CH:22][C:21]=4[O:27][CH2:28][CH:29]4[CH2:30][CH2:31]4)[C:14]=3[NH:13][CH:12]=2)=[O:10])[CH2:6][CH2:7]1)=[O:34] |f:0.1|. Reported procedure: Starting from 4-(2-cyclopropylmethoxy-5-fluoro-phenyl)-5H-pyrrolo[3,2-d]pyrimidine-7-carboxylic acid piperidin-4-ylamide hydrochloride (example A159) and acetic acid chlorocarbonyl-methyl ester the title compound is obtained as colorless solid. Starting materials: COC1(CCOCC1)C\C=C\S(=O)(=O)C (4-methoxy-4-(3-methanesulfonyl-trans-prop-2-enyl)tetrahydropyran), [I-].[Na+] (sodium iodide). The solvent is CC(=O)C (acetone). Reaction conditions: time 15 minute. Product: COC1(CCOCC1)\C=C\CI (4-methoxy-4-(3-iodo-trans-propenyl)tetrahydropyran). Yield: 96.5%. RXN SMILES: [CH3:1][O:2][C:3]1([CH2:9]/[CH:10]=[CH:11]/S(C)(=O)=O)[CH2:8][CH2:7][O:6][CH2:5][CH2:4]1.[I-:16].[Na+]>CC(C)=O>[CH3:1][O:2][C:3]1(/[CH:9]=[CH:10]/[CH2:11][I:16])[CH2:8][CH2:7][O:6][CH2:5][CH2:4]1 |f:1.2|. Reported procedure: To a 0° C. solution in acetone of 4-methoxy-4-(3-methanesulfonyl-trans-prop-2-enyl)tetrahydropyran (505 mg, 2.02 mmol), prepared as in step 5 was added sodium iodide (605 mg, 4.03 mmol), and the reaction was stirred for 15 min. The reaction was partitioned between ethyl acetate and brine. The organic layer was washed twice with brine, dried over MgSO4, filtered and concentrated in vacuo to provide 4-methoxy-4-(3-iodo-trans-propenyl)tetrahydropyran (550 mg, 97%) as a dark yellow oil. The iodide w... Starting materials: CCCCN(CCCC)CCCC, CCO, Cc1[nH]c2c(c1Sc1ccc(Cl)cc1)C(=O)CCC2, Cl, NO. Yields the product Cc1[nH]c2c(c1Sc1ccc(Cl)cc1)C(=NO)CCC2. RXN SMILES: [CH3:1][CH2:2][CH2:3][CH2:4][N:5]([CH2:6][CH2:7][CH2:8][CH3:9])[CH2:10][CH2:11][CH2:12][CH3:13].[CH3:36][CH2:37][OH:38].[Cl:14][c:15]1[cH:16][cH:17][c:18]([S:21][c:22]2[c:23]([CH3:32])[nH:24][c:25]3[c:30]2[C:29](=[O:31])[CH2:28][CH2:27][CH2:26]3)[cH:19][cH:20]1.[ClH:33].[NH2:34][OH:35]>>[Cl:14][c:15]1[cH:16][cH:17][c:18]([S:21][c:22]2[c:23]([CH3:32])[nH:24][c:25]3[c:30]2[C:29](=[N:34][OH:35])[CH2:28][CH2:27][CH2:26]3)[cH:19][cH:20]1.